From a dataset of the Open Reaction Database (ORD), a public repository of structured organic reaction records. describe an organic reaction: reactants, conditions, products, and yield Starting materials: [Cl-].[NH4+] (ammonium chloride), C(C)(C)(C)C=1OC=C(N1)C1=CC=C(C=C1)F (2-tert-butyl-4-(4-fluorophenyl)oxazole), C[Sn](C)(C)Cl (trimethylstannanyl chloride), C(C)(C)(C)[Li] (tert-butyl lithium). Run in C1CCOC1 (THF). Reaction conditions: time 45 minute. Product: C(C)(C)(C)C=1OC(=C(N1)C1=CC=C(C=C1)F)[Sn](C)(C)C (2-tert-Butyl-4-(4-fluorophenyl)-5-trimethylstannanyloxazole). As a reaction SMILES: [C:1]([C:5]1[O:6][CH:7]=[C:8]([C:10]2[CH:15]=[CH:14][C:13]([F:16])=[CH:12][CH:11]=2)[N:9]=1)([CH3:4])([CH3:3])[CH3:2].C([Li])(C)(C)C.[CH3:22][Sn:23](Cl)([CH3:25])[CH3:24].[Cl-].[NH4+]>C1COCC1>[C:1]([C:5]1[O:6][C:7]([Sn:23]([CH3:25])([CH3:24])[CH3:22])=[C:8]([C:10]2[CH:11]=[CH:12][C:13]([F:16])=[CH:14][CH:15]=2)[N:9]=1)([CH3:4])([CH3:2])[CH3:3] |f:3.4|. Procedure: Dissolve 2-tert-butyl-4-(4-fluorophenyl)oxazole (0.61 g, 2.77 mmol) in THF (15 ml) and add tert-butyl lithium (3.3 ml, 1.7 M) at −78° C. Stir the mixture for 45 min. Add trimethylstannanyl chloride (0.58 g, 2.90 mmol) and allow the temperature to reach RT. Stir for 2 h and add an ammonium chloride solution (200 μL, pH=8 with ammonia) and concentrate. Reactants: OCc1cnc(Oc2ccccc2)s1, c1ccccc1. The product is O=Cc1cnc(Oc2ccccc2)s1. Reaction SMILES: [O:1]([c:2]1[cH:3][cH:4][cH:5][cH:6][cH:7]1)[c:8]1[s:9][c:10]([CH2:13][OH:14])[cH:11][n:12]1.[cH:15]1[cH:16][cH:17][cH:18][cH:19][cH:20]1>>[O:1]([c:2]1[cH:3][cH:4][cH:5][cH:6][cH:7]1)[c:8]1[s:9][c:10]([CH:13]=[O:14])[cH:11][n:12]1. The reactants are Brc1cccnc1, CCOC(C)=O, CCOCC, [Li]CCCC, CC(C)(C)OC(=O)N1CCC2(CCC(=O)CC2)CC1, O. Product: CC(C)(C)OC(=O)N1CCC2(CC1)CCC(O)(c1cccnc1)CC2. Reaction SMILES: [Br:1][c:2]1[cH:3][n:4][cH:5][cH:6][cH:7]1.[CH3:32][CH2:33][O:34][C:35](=[O:36])[CH3:37].[CH3:38][CH2:39][O:40][CH2:41][CH3:42].[CH3:8][CH2:9][CH2:10][CH2:11][Li:12].[O:13]=[C:14]1[CH2:15][CH2:16][C:17]2([CH2:18][CH2:19][N:20]([C:23](=[O:24])[O:25][C:26]([CH3:27])([CH3:28])[CH3:29])[CH2:21][CH2:22]2)[CH2:30][CH2:31]1.[OH2:43]>>[c:2]1([C:14]2([OH:13])[CH2:15][CH2:16][C:17]3([CH2:18][CH2:19][N:20]([C:23](=[O:24])[O:25][C:26]([CH3:27])([CH3:28])[CH3:29])[CH2:21][CH2:22]3)[CH2:30][CH2:31]2)[cH:3][n:4][cH:5][cH:6][cH:7]1. The reactants are FC1=C(OC2=C3C(=NC=C2)C=C(S3)C=3N=CN(C3)C)C=CC(=C1)[N+](=O)[O-] (7-(2-Fluoro-4-nitrophenoxy)-2-(1-methyl-1H-imidazol-4-yl)thieno[3,2-b]pyridine), FC=1C=C(C=CC1OC1=C2C(=NC=C1)C=C(S2)C=2N(C=CN2)C)N (3-Fluoro-4-(2-(1-methyl-1H-imidazol-2-yl)thieno[3,2-b]pyridin-7-yloxy)benzenamine), nitro. Product: FC=1C=C(C=CC1OC1=C2C(=NC=C1)C=C(S2)C=2N=CN(C2)C)N (3-Fluoro-4-(2-(1-methyl-1H-imidazol-4-yl)thieno[3,2-b]pyridin-7-yloxy)benzenamine), solid. The yield is 82.0%. Reaction SMILES: FC1C=C(N)C=CC=1OC1C=CN=C2C=C(C3N(C)C=CN=3)SC=12.[F:25][C:26]1[CH:47]=[C:46]([N+:48]([O-])=O)[CH:45]=[CH:44][C:27]=1[O:28][C:29]1[CH:34]=[CH:33][N:32]=[C:31]2[CH:35]=[C:36]([C:38]3[N:39]=[CH:40][N:41]([CH3:43])[CH:42]=3)[S:37][C:30]=12>>[F:25][C:26]1[CH:47]=[C:46]([NH2:48])[CH:45]=[CH:44][C:27]=1[O:28][C:29]1[CH:34]=[CH:33][N:32]=[C:31]2[CH:35]=[C:36]([C:38]3[N:39]=[CH:40][N:41]([CH3:43])[CH:42]=3)[S:37][C:30]=12. Procedure: Following the procedure described for the amine 9 (example 2, step 5) but substituting nitro-compound 8 for compound 11, title compound 12 was obtained as a red solid (82% yield). MS (m/z): 341.1 (M+H). Reactants: Brc1ccc2occc2c1, CC(C)n1ccnc1. Reagents/catalysts: CC(C)(C)c1ccc(-c2ccc(C(C)(C)C)cc2)cc1 (4,4'-di-tert-butylbiphenyl), CC(C)(C)C(=O)[O-].[K+] (KOPiv), Cl[Pd]CC=C.C=CC[Pd]Cl ([Pd(allyl)Cl]2), CN(C)c1ccc(P(C2CCCCC2)C2CCCCC2)cc1 (A-caPhos). Solvent: CC(=O)N(C)C (DMA), CC(=O)N(C)C (DMA), CC(=O)N(C)C (DMA). Run at temperature 120 celsius, time 24 hour. Product: CC(C)n1cncc1-c1ccc2occc2c1. The yield is 10.7%. The reactants are CCOC(=O)N1c2ccccc2C=CC1OCC, O=C(O)C=CCCCOc1ccccc1, NNC(=O)c1ccc(O)cc1. Product: NN(C(=O)C=CCCCOc1ccccc1)C(=O)c1ccc(O)cc1. RXN SMILES: [CH2:16]([O:17][CH:18]1[CH:19]=[CH:20][c:21]2[c:22]([cH:23][cH:24][cH:25][cH:26]2)[N:27]1[C:28]([O:29][CH2:30][CH3:31])=[O:32])[CH3:33].[O:1]([c:2]1[cH:3][cH:4][cH:5][cH:6][cH:7]1)[CH2:8][CH2:9][CH2:10][CH:11]=[CH:12][C:13](=[O:14])[OH:15].[OH:34][c:35]1[cH:36][cH:37][c:38]([C:39](=[O:40])[NH:41][NH2:42])[cH:43][cH:44]1>>[O:1]([c:2]1[cH:3][cH:4][cH:5][cH:6][cH:7]1)[CH2:8][CH2:9][CH2:10][CH:11]=[CH:12][C:13](=[O:15])[N:41]([C:39]([c:38]1[cH:37][cH:36][c:35]([OH:34])[cH:44][cH:43]1)=[O:40])[NH2:42]. The reactants are C(C)OCC (diethyl ether), COC=1C=C2C(=CCC2=CC1)CCO (5-methoxy-1H-indene-3-ethanol), CC1=CC=C(C=C1)S(=O)(=O)Cl (4-methylbenzenesulphonic acid chloride), Cl (hydrochloric acid), ice. The solvent is N1=CC=CC=C1 (pyridine). Yields the product CC1=CC=C(C=C1)S(=O)(=O)OCCC1=CCC2=CC=C(C=C12)OC (2-(5-Methoxy-1H-inden-3-yl)ethyl 4-methylbenzenesulphonate). The yield is 84.1%. As a reaction SMILES: [CH3:1][O:2][C:3]1[CH:4]=[C:5]2[C:9](=[CH:10][CH:11]=1)[CH2:8][CH:7]=[C:6]2[CH2:12][CH2:13][OH:14].[CH3:15][C:16]1[CH:21]=[CH:20][C:19]([S:22](Cl)(=[O:24])=[O:23])=[CH:18][CH:17]=1.Cl.C(OCC)C>N1C=CC=CC=1>[CH3:15][C:16]1[CH:21]=[CH:20][C:19]([S:22]([O:14][CH2:13][CH2:12][C:6]2[C:5]3[C:9](=[CH:10][CH:11]=[C:3]([O:2][CH3:1])[CH:4]=3)[CH2:8][CH:7]=2)(=[O:24])=[O:23])=[CH:18][CH:17]=1. Reported procedure: 1.27 g (0.0067 mol) of 5-methoxy-1H-indene-3-ethanol are dissolved in 11 ml of dry pyridine, the mixture is stirred, is cooled with an ice bath, 1.4 g (0.0073 mol) of 4-methylbenzenesulphonic acid chloride are added portionwise and stirring is maintained overnight while cold and then at room temperature for 4 h. The solution is poured onto a mixture of 16 ml of 10N hydrochloric acid and 48 g of ice, the mixture obtained is treated with diethyl ether, the organic phase is separated, is washed wit...